From a dataset of the Open Reaction Database (ORD), a public repository of structured organic reaction records. describe an organic reaction: reactants, conditions, products, and yield The reactants are COC(C=1C(NC(CSCCCC(=O)OC)=O)=CC(=CC1)Cl)=O (4-chloro-N-(3-methoxycarbonylpropylthio)acetyl-anthranilic acid methyl ester), hydrochloric acid ice, solution, C[Si](C)(C)[N-][Si](C)(C)C.[Na+] (sodium bis-trimethylsilylamide). Solvent: O1CCCC1 (tetrahydrofuran). Run at time 30 minute. Product: ClC1=CC=C2C(=C(C(NC2=C1)=O)SCCCC(=O)OC)O (7-chloro-4-hydroxy-3-(3-methoxycarbonyl-propylthio)-2(1H)-quinolone). Reaction SMILES: C[O:2][C:3](=O)[C:4]1[C:5](=[CH:18][C:19]([Cl:22])=[CH:20][CH:21]=1)[NH:6][C:7](=[O:17])[CH2:8][S:9][CH2:10][CH2:11][CH2:12][C:13]([O:15][CH3:16])=[O:14].C[Si]([N-][Si](C)(C)C)(C)C.[Na+]>O1CCCC1>[Cl:22][C:19]1[CH:18]=[C:5]2[C:4]([C:3]([OH:2])=[C:8]([S:9][CH2:10][CH2:11][CH2:12][C:13]([O:15][CH3:16])=[O:14])[C:7](=[O:17])[NH:6]2)=[CH:21][CH:20]=1 |f:1.2|. Reported procedure: 2.0 g (5.6 mmol) of 4-chloro-N-(3-methoxycarbonylpropylthio)acetyl-anthranilic acid methyl ester are placed in 20 ml of tetrahydrofuran at 0° , and 16.8 ml of a 1M solution of sodium bis-trimethylsilylamide are added dropwise thereto. The mixture is then stirred for 30 minutes at 0° and the reaction mixture Is then poured into 2N hydrochloric acid/ice. The resulting white suspension is filtered with suction and the resulting colourless crystals are dried under a high vacuum at 60°. The dried pro... The reactants are C(C)OP(=O)(C([C@H](O)[C@@H]1[C@@H](OCC2=CC=CC=C2)[C@H](OCC2=CC=CC=C2)[C@H](O1)COCC1=CC=CC=C1)(F)F)OCC (3,6-anhydro-1-deoxy-1-(diethoxyphosphinyl)-1,1-difluoro-4,5,7-tris-O-(phenylmethyl)-D-glycero-D-galacto-heptitol), O-1H-imidazole-1-carbothioate, C(C)OP(=O)(C([C@H]([C@@H]1[C@H]([C@@H]([C@@H](COCC2=CC=CC=C2)O1)OCC1=CC=CC=C1)OCC1=CC=CC=C1)O)(F)F)OCC (2,5-anhydro-7-deoxy-7-(diethoxyphosphinyl)-7,7-difluoro-1,3,4-tris-O-(phenylmethyl)-D-glycero-D-manno-heptitol), O-1H-imidazole-1-carbothioate, n-tributyl stannous hydride, N(=NC(C#N)(C)C)C(C#N)(C)C (2,2'-azobisisobutyronitrile). Solvent: C1(=CC=CC=C1)C (toluene). The product is C(C)OP(=O)(C(C[C@@H]1[C@@H](OCC2=CC=CC=C2)[C@H](OCC2=CC=CC=C2)[C@H](O1)COCC1=CC=CC=C1)(F)F)OCC (3,6-Anhydro-1,2-dideoxy-1-(diethoxyphosphinyl)-1,1-difluoro-4,5,7-tris-O-(phenylmethyl)-D-manno-heptitol). RXN SMILES: [CH2:1]([O:3][P:4]([O:41][CH2:42][CH3:43])([C:6]([F:40])([F:39])[C@@H:7]([C@H:9]1[O:29][C@H:28]([CH2:30][O:31][CH2:32][C:33]2[CH:38]=[CH:37][CH:36]=[CH:35][CH:34]=2)[C@@H:19]([O:20][CH2:21][C:22]2[CH:27]=[CH:26][CH:25]=[CH:24][CH:23]=2)[C@@H:10]1[O:11][CH2:12][C:13]1[CH:18]=[CH:17][CH:16]=[CH:15][CH:14]=1)O)=[O:5])[CH3:2].C(OP(OCC)(C(F)(F)[C@@H](O)[C@H]1O[C@H](COCC2C=CC=CC=2)[C@@H](OCC2C=CC=CC=2)[C@@H]1OCC1C=CC=CC=1)=O)C.N(C(C)(C)C#N)=NC(C)(C)C#N>C1(C)C=CC=CC=1>[CH2:42]([O:41][P:4]([O:3][CH2:1][CH3:2])([C:6]([F:40])([F:39])[CH2:7][C@H:9]1[O:29][C@H:28]([CH2:30][O:31][CH2:32][C:33]2[CH:34]=[CH:35][CH:36]=[CH:37][CH:38]=2)[C@@H:19]([O:20][CH2:21][C:22]2[CH:27]=[CH:26][CH:25]=[CH:24][CH:23]=2)[C@@H:10]1[O:11][CH2:12][C:13]1[CH:14]=[CH:15][CH:16]=[CH:17][CH:18]=1)=[O:5])[CH3:43]. Procedure: A 440 mg portion of a mixture of 3,6-anhydro-1-deoxy-1-(diethoxyphosphinyl)-1,1-difluoro-4,5,7-tris-O-(phenylmethyl)-D-glycero-D-galacto-heptitol, O-1H-imidazole-1-carbothioate and 2,5-anhydro-7-deoxy-7-(diethoxyphosphinyl)-7,7-difluoro-1,3,4-tris-O-(phenylmethyl)-D-glycero-D-manno-heptitol, O-1H-imidazole-1-carbothioate was dissolved in 12 ml of dry toluene, then treated with 900 μl of n-tributyl stannous hydride and a few crystals of 2,2'-azobisisobutyronitrile and heated in an oil bath under ... The reactants are CN1C(=NC2=C1C=CC=C2)NS(=O)(=O)C2=CC=CC=C2 (N-(1-methyl-1H-benzimidazol-2-yl)-benzenesulfonamide), BrCC1=CC(=CC=C1)C(F)(F)F (1-bromomethyl-3-trifluoromethyl-benzene), C([O-])([O-])=O.[K+].[K+] (potassium carbonate). Run in CN(C)C=O (DMF), CCOC(=O)C (EtOAc). Conditions: temperature 120 celsius. Product: CN1C(=NC2=C1C=CC=C2)N(S(=O)(=O)C2=CC=CC=C2)CC2=CC(=CC=C2)C(F)(F)F (N-(1-methyl-1H-benzimidazol-2-yl)-N-(3-trifluoromethyl-benzyl)-benzenesulfonamide). RXN SMILES: [CH3:1][N:2]1[C:6]2[CH:7]=[CH:8][CH:9]=[CH:10][C:5]=2[N:4]=[C:3]1[NH:11][S:12]([C:15]1[CH:20]=[CH:19][CH:18]=[CH:17][CH:16]=1)(=[O:14])=[O:13].Br[CH2:22][C:23]1[CH:28]=[CH:27][CH:26]=[C:25]([C:29]([F:32])([F:31])[F:30])[CH:24]=1.C(=O)([O-])[O-].[K+].[K+]>CN(C=O)C.CCOC(C)=O>[CH3:1][N:2]1[C:6]2[CH:7]=[CH:8][CH:9]=[CH:10][C:5]=2[N:4]=[C:3]1[N:11]([CH2:22][C:23]1[CH:28]=[CH:27][CH:26]=[C:25]([C:29]([F:30])([F:31])[F:32])[CH:24]=1)[S:12]([C:15]1[CH:20]=[CH:19][CH:18]=[CH:17][CH:16]=1)(=[O:13])=[O:14] |f:2.3.4|. Procedure details: To a solution of N-(1-methyl-1H-benzimidazol-2-yl)-benzenesulfonamide (100 mg, 0.35 mmol) in DMF (2 mL) was added 1-bromomethyl-3-trifluoromethyl-benzene (166.4 mg, 0.70 mmol) and potassium carbonate (48 mg). The resulting mixture was heated to 120° C. in a microwave reactor for 1 h. The resulting mixture was then diluted with EtOAc, washed with H2O and the organic layer was dried over Na2SO4, filtered, and concentrated in vacuo. The resultant residue was purified by flash column chromatography ...